Dataset: the Open Reaction Database (ORD), a public repository of structured organic reaction records. Task: describe an organic reaction: reactants, conditions, products, and yield Starting materials: C(C1=CC=NC=C1)(=O)N1C=2C(C(NC3=C1C=CC=C3)=O)=CSC2 (4,9-Dihydro-4-isonicotinoyl-10H-thieno[3,4-b][1,5]benzodiazepin-10-one), ice water, CO (methanol), [BH4-].[Na+] (sodium borohydride), [H][H] (hydrogen). Run at time 2 hour. The product is CN1CC=C(CC1)C(=O)N1C=2C(C(NC3=C1C=CC=C3)=O)=CSC2 (4,9-Dihydro-4-[(1-methyl-1,2,5,6-tetrahydro-4-pyridinyl)carbonyl]-10H-thieno[3,4-b][1,5]benzodiazepin-10-one). Isolated yield 35.0%. As a reaction SMILES: [C:1]([N:9]1[C:15]2[CH:16]=[CH:17][CH:18]=[CH:19][C:14]=2[NH:13][C:12](=[O:20])[C:11]2=[CH:21][S:22][CH:23]=[C:10]12)(=[O:8])[C:2]1[CH:7]=[CH:6][N:5]=[CH:4][CH:3]=1.[BH4-].[Na+].[H][H].[CH3:28]O>>[CH3:28][N:5]1[CH2:4][CH2:3][C:2]([C:1]([N:9]2[C:15]3[CH:16]=[CH:17][CH:18]=[CH:19][C:14]=3[NH:13][C:12](=[O:20])[C:11]3=[CH:21][S:22][CH:23]=[C:10]23)=[O:8])=[CH:7][CH2:6]1 |f:1.2|. Procedure: 4,9-Dihydro-4-isonicotinoyl-10H-thieno[3,4-b][1,5]benzodiazepin-10-one methoiodide in an amount of 3.4 gm (0.0073 mol) was suspended in 40 ml of methanol, and at 0° C. 0.5 gm (0.014 mol) of sodium borohydride were added in portions. After the development of hydrogen ceased, the mixture was stirred for a further two hours in an ice bath. Then, 100 ml of ice-water was added, the mixture was filtered, and the filtrate was extracted with methylene chloride. The extraction residue was recrystallized ... As a reaction SMILES: C(O[C:6]([N:8]1[CH2:13][CH2:12][CH2:11][CH2:10][CH:9]1[CH2:14][CH2:15][O:16][C:17]1[CH:22]=[CH:21][CH:20]=[CH:19][C:18]=1[CH2:23][CH2:24][C:25]1[CH:30]=[CH:29][CH:28]=[CH:27][CH:26]=1)=O)(C)(C)C.[H-].[Al+3].[Li+].[H-].[H-].[H-]>O1CCCC1>[CH3:6][N:8]1[CH2:13][CH2:12][CH2:11][CH2:10][CH:9]1[CH2:14][CH2:15][O:16][C:17]1[CH:22]=[CH:21][CH:20]=[CH:19][C:18]=1[CH2:23][CH2:24][C:25]1[CH:30]=[CH:29][CH:28]=[CH:27][CH:26]=1 |f:1.2.3.4.5.6|. Yields the product CN1C(CCCC1)CCOC1=C(C=CC=C1)CCC1=CC=CC=C1 (1-Methyl-2-{2-[2-(2-phenylethyl)phenoxy]ethyl}piperidine). Procedure: Following a procedure similar to that described Example 38, 1.34 g of 1-t-butoxycarbonyl-2-{2-[2-(2-phenylethyl)phenoxy]ethyl}piperidine [prepared as described in Example 61(a)] were reacted with 0.269 g of lithium aluminum hydride dispersed in 30 ml of tetrahydrofuran. The mixture was then worked up as described in Example 38, and the crude product thus obtained was purified by column chromatography through silica gel, using a 10:1 by volume mixture of methylene chloride and methanol as the elu... Reactants: C(C)(C)(C)OC(=O)N1C(CCCC1)CCOC1=C(C=CC=C1)CCC1=CC=CC=C1 (1-t-butoxycarbonyl-2-{2-[2-(2-phenylethyl)phenoxy]ethyl}piperidine), [H-].[Al+3].[Li+].[H-].[H-].[H-] (lithium aluminum hydride). Yield: 105.8%. Run in O1CCCC1 (tetrahydrofuran). The reactants are C1(=CC=CC=C1)S(=O)(=O)CC1=CC=C(C(=C1C(=O)OCC)O)C1=COC=C1 (ethyl 6-(benzenesulphonylmethyl)-3-(furan-3-yl)-2-hydroxybenzoate), O1C=C(C=C1)B(O)O (furan-3-boronic acid), BrC=1C(=C(C(=O)OC)C(=CC1)CS(=O)(=O)N1CCCCC1)OC (methyl 3-bromo-2-methoxy-6-(piperidin-1-ylsulphonylmethyl)benzoate), BrC=1C(=C(C(=O)OC)C(=CC1)CS(=O)(=O)N1CCCCC1)OC (methyl 3-bromo-2-methoxy-6-(piperidin-1-ylsulphonylmethyl)benzoate). Product: O1C=C(C=C1)C=1C(=C(C(=O)OC)C(=CC1)CS(=O)(=O)N1CCCCC1)OC (Methyl 3-(furan-3-yl)-2-methoxy-6-(piperidin-1-ylsulphonylmethyl)benzoate). RXN SMILES: C1(S(CC2C(C(OCC)=O)=C(O)C([C:23]3[CH:27]=[CH:26][O:25][CH:24]=3)=CC=2)(=O)=O)C=CC=CC=1.Br[C:29]1[C:30]([O:49][CH3:50])=[C:31]([C:36]([CH2:39][S:40]([N:43]2[CH2:48][CH2:47][CH2:46][CH2:45][CH2:44]2)(=[O:42])=[O:41])=[CH:37][CH:38]=1)[C:32]([O:34][CH3:35])=[O:33].O1C=CC(B(O)O)=C1>>[O:25]1[CH:26]=[CH:27][C:23]([C:29]2[C:30]([O:49][CH3:50])=[C:31]([C:36]([CH2:39][S:40]([N:43]3[CH2:48][CH2:47][CH2:46][CH2:45][CH2:44]3)(=[O:42])=[O:41])=[CH:37][CH:38]=2)[C:32]([O:34][CH3:35])=[O:33])=[CH:24]1. Procedure: Prepared by proceeding in a similar manner to Intermediate 36, starting from methyl 3-bromo-2-methoxy-6-(piperidin-1-ylsulphonylmethyl)benzoate (Intermediate 147) and furan-3-boronic acid as a white solid. As a reaction SMILES: [B:19]([O-:20])([O-:35])[O:36][c:21]1[cH:22][cH:23][c:24]([N:27]([CH2:28][CH3:29])[CH2:30][CH2:31][O:32][CH2:33][CH3:34])[cH:25][cH:26]1.[Br:1][c:2]1[cH:3][cH:4][c:5]2[c:6]([cH:18]1)[CH:7]=[C:8]([C:14](=[O:15])[O:16][CH3:17])[CH2:9][CH2:10][N:11]2[CH:12]=[O:13].[C:37](=[O:38])([O-:39])[O-:40].[CH3:123][c:124]1[cH:125][cH:126][cH:127][cH:128][cH:129]1.[CH3:43][CH2:44][OH:45].[K+:41].[K+:42].[cH:46]1[cH:47][cH:48][c:49]([P:50]([Pd:51]([P:52]([c:53]2[cH:54][cH:55][cH:56][cH:57][cH:58]2)([c:59]2[cH:60][cH:61][cH:62][cH:63][cH:64]2)[c:65]2[cH:66][cH:67][cH:68][cH:69][cH:70]2)([P:71]([c:72]2[cH:73][cH:74][cH:75][cH:76][cH:77]2)([c:78]2[cH:79][cH:80][cH:81][cH:82][cH:83]2)[c:84]2[cH:85][cH:86][cH:87][cH:88][cH:89]2)[P:90]([c:91]2[cH:92][cH:93][cH:94][cH:95][cH:96]2)([c:97]2[cH:98][cH:99][cH:100][cH:101][cH:102]2)[c:103]2[cH:104][cH:105][cH:106][cH:107][cH:108]2)([c:109]2[cH:110][cH:111][cH:112][cH:113][cH:114]2)[c:115]2[cH:116][cH:117][cH:118][cH:119][cH:120]2)[cH:121][cH:122]1>>[c:2]1(-[c:21]2[cH:22][cH:23][c:24]([N:27]([CH2:28][CH3:29])[CH2:30][CH2:31][O:32][CH2:33][CH3:34])[cH:25][cH:26]2)[cH:3][cH:4][c:5]2[c:6]([cH:18]1)[CH:7]=[C:8]([C:14](=[O:15])[O:16][CH3:17])[CH2:9][CH2:10][N:11]2[CH:12]=[O:13]. Product: CCOCCN(CC)c1ccc(-c2ccc3c(c2)C=C(C(=O)OC)CCN3C=O)cc1. The reactants are CCOCCN(CC)c1ccc(OB([O-])[O-])cc1, COC(=O)C1=Cc2cc(Br)ccc2N(C=O)CC1, O=C([O-])[O-], Cc1ccccc1, CCO, [K+], [K+], c1ccc(P(c2ccccc2)(c2ccccc2)[Pd](P(c2ccccc2)(c2ccccc2)c2ccccc2)(P(c2ccccc2)(c2ccccc2)c2ccccc2)P(c2ccccc2)(c2ccccc2)c2ccccc2)cc1. Reactants: [O-]S(=O)(=S)[O-].[Na+].[Na+] (Na2S2O3), N(=O)OCCC(C)C (Isoamyl nitrite), C(C)(=O)OC[C@H]1O[C@H]([C@@H]([C@@H]1OC(C)=O)OC(C)=O)N1C2=NC(=NC(=C2N=C1)Cl)N ([(2R,3R,4R,5R)-3,4-diacetyloxy-5-(2-amino-6-chloropurin-9-yl)oxolan-2-yl]methyl acetate), II (I2), C(I)I (CH2I2). The reagents and catalysts are [Cu]I (CuI). Solvent: C1CCOC1 (THF). The product is C(C)(=O)OC[C@H]1O[C@H]([C@@H]([C@@H]1OC(C)=O)OC(C)=O)N1C2=NC(=NC(=C2N=C1)Cl)I ([(2R,3R,4R,5R)-3,4-diacetyloxy-5-(6-chloro-2-iodopurin-9-yl)oxolan-2-yl]methyl acetate). As a reaction SMILES: N(OCCC(C)C)=O.[C:9]([O:12][CH2:13][C@@H:14]1[C@@H:18]([O:19][C:20](=[O:22])[CH3:21])[C@@H:17]([O:23][C:24](=[O:26])[CH3:25])[C@H:16]([N:27]2[CH:35]=[N:34][C:33]3[C:28]2=[N:29][C:30](N)=[N:31][C:32]=3[Cl:36])[O:15]1)(=[O:11])[CH3:10].II.C(I)[I:41].[O-]S([O-])(=S)=O.[Na+].[Na+]>C1COCC1.[Cu]I>[C:9]([O:12][CH2:13][C@@H:14]1[C@@H:18]([O:19][C:20](=[O:22])[CH3:21])[C@@H:17]([O:23][C:24](=[O:26])[CH3:25])[C@H:16]([N:27]2[CH:35]=[N:34][C:33]3[C:28]2=[N:29][C:30]([I:41])=[N:31][C:32]=3[Cl:36])[O:15]1)(=[O:11])[CH3:10] |f:4.5.6|. Reported procedure: Isoamyl nitrite (5 mL, 37 mmol) was added to a mixture of 5.12 g (12 mmol) [(2R,3R,4R,5R)-3-,4-diacetyloxy-5-(2-amino-6-chloropurin-9-yl)oxolan-2-yl]methy 1 acetate (6.3), I2 (3.04 g, 12 mmol), CH2I2 (10 mL, 124 mmol), and CuI (2.4 g, 12.6 mmol) in THF (60 mL). The mixture was heated under reflux for 45 minutes and then allowed to cool to room temperature. To this solution was added 100 ml of saturated Na2S2O3. This step removed the reddish color. The aqueous layer was extracted 3× with chlorofo... Reactants: CCOC(=O)C1CCC(N)CC1, CCOC(=O)c1cnc2c(OC)cccc2c1Cl. Yields the product CCOC(=O)c1cnc2c(OC)cccc2c1NC1CCC(C(=O)OCC)CC1. As a reaction SMILES: [CH2:19]([CH3:20])[O:21][C:22](=[O:23])[CH:24]1[CH2:25][CH2:26][CH:27]([NH2:30])[CH2:28][CH2:29]1.[CH2:1]([CH3:2])[O:3][C:4](=[O:5])[c:6]1[cH:7][n:8][c:9]2[c:10]([O:17][CH3:18])[cH:11][cH:12][cH:13][c:14]2[c:15]1[Cl:16]>>[CH2:1]([CH3:2])[O:3][C:4](=[O:5])[c:6]1[cH:7][n:8][c:9]2[c:10]([O:17][CH3:18])[cH:11][cH:12][cH:13][c:14]2[c:15]1[NH:30][CH:27]1[CH2:26][CH2:25][CH:24]([C:22]([O:21][CH2:19][CH3:20])=[O:23])[CH2:29][CH2:28]1. The reactants are ClC1=NC(=NC=C1)NC1=CC(=CC=C1)Cl (4-chloro-N-(3-chlorophenyl)pyrimidin-2-amine), NC[C@H]1CN(CC1)C(=O)OC(C)(C)C (tert-butyl (3S)-3-(aminomethyl)pyrrolidine-1-carboxylate), C(C)(C)N(CC)C(C)C (diisopropylethylamine). The solvent is C1CCOC1 (THF). The product is ClC=1C=C(C=CC1)NC1=NC=CC(=N1)NC[C@H]1CN(CC1)C(=O)OC(C)(C)C (tert-butyl (3S)-3-[({2-[(3-chlorophenyl)amino]pyrimidin-4-yl}amino)methyl]pyrrolidine-1-carboxylate). The yield is 42.4%. As a reaction SMILES: Cl[C:2]1[CH:7]=[CH:6][N:5]=[C:4]([NH:8][C:9]2[CH:14]=[CH:13][CH:12]=[C:11]([Cl:15])[CH:10]=2)[N:3]=1.[NH2:16][CH2:17][C@@H:18]1[CH2:22][CH2:21][N:20]([C:23]([O:25][C:26]([CH3:29])([CH3:28])[CH3:27])=[O:24])[CH2:19]1.C(N(C(C)C)CC)(C)C>C1COCC1>[Cl:15][C:11]1[CH:10]=[C:9]([NH:8][C:4]2[N:3]=[C:2]([NH:16][CH2:17][C@@H:18]3[CH2:22][CH2:21][N:20]([C:23]([O:25][C:26]([CH3:29])([CH3:28])[CH3:27])=[O:24])[CH2:19]3)[CH:7]=[CH:6][N:5]=2)[CH:14]=[CH:13][CH:12]=1. Procedure: To a solution of 4-chloro-N-(3-chlorophenyl)pyrimidin-2-amine (500 mg, 2.08 mmol) and tert-butyl (3S)-3-(aminomethyl)pyrrolidine-1-carboxylate (625 mg, 3.12 mmol) in THF (10 mL) is added diisopropylethylamine (0.73 mL, 4.16 mmol). The reaction is heated at reflux for 18 hours and then cooled to room temperature. The crude reaction is partitioned between EtOAc and sat. NaHCO3. The organic layer is dried (MgSO4), concentrated in vacuo, and purified over silica (MeOH/CH2Cl2) to afford 356 mg (42% y...